Dataset: the Open Reaction Database (ORD), a public repository of structured organic reaction records. Task: describe an organic reaction: reactants, conditions, products, and yield Reactants: C(C)(C)(C)OC(=O)N1[C@@H](C(=O)O)CCC1 (N-(tert-Butoxycarbonyl)-D-proline), C1CCC(CC1)N=C=NC2CCCCC2 (DCC), C=1C=CC2=C(C1)N=NN2O (HOBt), CCN(C(C)C)C(C)C (Hunig's base), Cl.CNOC (N,O-Dimethylhydroxylamine hydrochloride). Reagents/catalysts: CN(C)C=1C=CN=CC1 (DMAP). Run in C(Cl)Cl (DCM). Reaction conditions: time 4 hour. The product is CON(C(=O)[C@@H]1N(CCC1)C(=O)OC(C)(C)C)C ((R)-tert-butyl 2-(methoxy(methyl)carbamoyl)pyrrolidine-1-carboxylate). The yield is 48.3%. RXN SMILES: [C:1]([O:5][C:6]([N:8]1[CH2:15][CH2:14][CH2:13][C@@H:9]1[C:10]([OH:12])=O)=[O:7])([CH3:4])([CH3:3])[CH3:2].C1CCC(N=C=NC2CCCCC2)CC1.C1C=CC2N(O)N=NC=2C=1.CCN(C(C)C)C(C)C.Cl.[CH3:51][NH:52][O:53][CH3:54]>C(Cl)Cl.CN(C1C=CN=CC=1)C>[CH3:54][O:53][N:52]([CH3:51])[C:10]([C@H:9]1[CH2:13][CH2:14][CH2:15][N:8]1[C:6]([O:5][C:1]([CH3:2])([CH3:3])[CH3:4])=[O:7])=[O:12] |f:4.5|. Procedure: N-(tert-Butoxycarbonyl)-D-proline (1.505 g, 6.99 mmol), DCC (1.443 g, 6.99 mmol), HOBt (1.071 g, 6.99 mmol), and Hunig's base (2.78 mL, 15.89 mmol) in DCM (31.8 mL) were stirred at room temperature for 1 h. N,O-Dimethylhydroxylamine hydrochloride (0.62 g, 6.36 mmol) and DMAP (0.078 g, 0.636 mmol) were added and the solution stirred at room temperature for 4 h. The mixture was concentrated in vacuo. The residue was purified by column chromatography on silica gel (10%→100% ethyl acetate in hexanes... Starting materials: COC(C1=CC(=C(C=C1)CBr)[N+](=O)[O-])=O (4-bromomethyl-3-nitrobenzoic acid methyl ester), C1(=CC=CC=C1)P(C1=CC=CC=C1)C1=CC=CC=C1 (triphenylphosphine), C(C)(C)(C)OC(CCC1=CC(=C(C(=C1)Cl)C=O)Cl)=O (3-(3,5-dichloro-4-formylphenyl)-propionic acid tert-butyl ester), C([O-])([O-])=O.[K+].[K+] (potassium carbonate). Run in CN(C)C=O (DMF), CN(C)C=O (DMF). Reaction conditions: temperature 100 celsius. Product: COC(C1=CC(=C(C=C1)\C=C\C1=C(C=C(C=C1Cl)CCC(=O)OC(C)(C)C)Cl)[N+](=O)[O-])=O (4-{(E)-2-[4-(2-tert-butoxycarbonylethyl)-2,6-dichlorophenyl]-vinyl}-3-nitrobenzoic acid methyl ester). Reaction SMILES: [CH3:1][O:2][C:3](=[O:15])[C:4]1[CH:9]=[CH:8][C:7]([CH2:10]Br)=[C:6]([N+:12]([O-:14])=[O:13])[CH:5]=1.C1(P(C2C=CC=CC=2)C2C=CC=CC=2)C=CC=CC=1.[C:35]([O:39][C:40](=[O:53])[CH2:41][CH2:42][C:43]1[CH:48]=[C:47]([Cl:49])[C:46]([CH:50]=O)=[C:45]([Cl:52])[CH:44]=1)([CH3:38])([CH3:37])[CH3:36].C(=O)([O-])[O-].[K+].[K+]>CN(C=O)C>[CH3:1][O:2][C:3](=[O:15])[C:4]1[CH:9]=[CH:8][C:7](/[CH:10]=[CH:50]/[C:46]2[C:45]([Cl:52])=[CH:44][C:43]([CH2:42][CH2:41][C:40]([O:39][C:35]([CH3:37])([CH3:36])[CH3:38])=[O:53])=[CH:48][C:47]=2[Cl:49])=[C:6]([N+:12]([O-:14])=[O:13])[CH:5]=1 |f:3.4.5|. Procedure details: To a solution of 4-bromomethyl-3-nitrobenzoic acid methyl ester (1.64 g, 6.0 mmol) in DMF (15 mL) was added triphenylphosphine (1.57 g, 6.0 mmol) and the mixture was heated at 100° C. for 30 min. To this solution was added a solution of 3-(3,5-dichloro-4-formylphenyl)-propionic acid tert-butyl ester (1.50 g, 4.95 mmol) (from Example 6-25) in DMF (5 mL) in one portion, followed by pulverized potassium carbonate (1.37 g, 9.9 mmol) and the mixture was heated at 100° C. for 18 h. The reaction mixtur... Reactants: O=C(CCCCl)NCC=CCOc1cc(CN2CCCCC2)ccn1, CC(O)CS. Product: CC(O)CSCCCC(=O)NCC=CCOc1cc(CN2CCCCC2)ccn1. RXN SMILES: [N:1]1([CH2:7][c:8]2[cH:9][c:10]([O:14][CH2:15][CH:16]=[CH:17][CH2:18][NH:19][C:20]([CH2:21][CH2:22][CH2:23][Cl:24])=[O:25])[n:11][cH:12][cH:13]2)[CH2:2][CH2:3][CH2:4][CH2:5][CH2:6]1.[SH:26][CH2:27][CH:28]([CH3:29])[OH:30]>>[N:1]1([CH2:7][c:8]2[cH:9][c:10]([O:14][CH2:15][CH:16]=[CH:17][CH2:18][NH:19][C:20]([CH2:21][CH2:22][CH2:23][S:26][CH2:27][CH:28]([CH3:29])[OH:30])=[O:25])[n:11][cH:12][cH:13]2)[CH2:2][CH2:3][CH2:4][CH2:5][CH2:6]1. The reactants are OC1=CC=C(C=C1)S(=O)(=O)N (4-hydroxybenzenesulfonamide), BrCCCCCCC(C(CC)=O)C(CC)=O (4-(6-bromohexyl)-3,5-heptanedione), C([O-])([O-])=O.[K+].[K+] (potassium carbonate). Solvent: CC(=O)C (acetone). Yields the product NS(=O)(=O)C1=CC=C(OCCCCCCC(C(CC)=O)C(CC)=O)C=C1 (4-[6-(4-aminosulfonylphenoxy)hexyl]-3,5-heptanedione). RXN SMILES: [OH:1][C:2]1[CH:7]=[CH:6][C:5]([S:8]([NH2:11])(=[O:10])=[O:9])=[CH:4][CH:3]=1.Br[CH2:13][CH2:14][CH2:15][CH2:16][CH2:17][CH2:18][CH:19]([C:24](=[O:27])[CH2:25][CH3:26])[C:20](=[O:23])[CH2:21][CH3:22].C(=O)([O-])[O-].[K+].[K+]>CC(C)=O>[NH2:11][S:8]([C:5]1[CH:6]=[CH:7][C:2]([O:1][CH2:13][CH2:14][CH2:15][CH2:16][CH2:17][CH2:18][CH:19]([C:20](=[O:23])[CH2:21][CH3:22])[C:24](=[O:27])[CH2:25][CH3:26])=[CH:3][CH:4]=1)(=[O:9])=[O:10] |f:2.3.4|. Procedure: A mixture of 18.2 g, of 4-hydroxybenzenesulfonamide, 33.6 g of 4-(6-bromohexyl)-3,5-heptanedione, 18.3 g. of powdered anhydrous potassium carbonate and 175 ml. of acetone was stirred at reflux for 24 hours. The reaction mixture was cooled, filtered to remove salts, and concentrated in vacuo. The solid residue was recyrstallized from an acetone-ether mixture to give 4-[6-(4-aminosulfonylphenoxy)hexyl]-3,5-heptanedione, m.p. 86°-87° C. (light yellow solid). Reactants: COC(=O)C(Br)c1ccc(Sc2ccc(Cl)cc2)cc1, CO, C[O-], Oc1ccc(F)cc1, [I-], [K+], [Na+], O, c1ccccc1. The product is COC(=O)C(Oc1ccc(F)cc1)c1ccc(Sc2ccc(Cl)cc2)cc1. RXN SMILES: [Br:14][CH:15]([C:16](=[O:17])[O:18][CH3:19])[c:20]1[cH:21][cH:22][c:23]([S:26][c:27]2[cH:28][cH:29][c:30]([Cl:33])[cH:31][cH:32]2)[cH:24][cH:25]1.[CH3:34][OH:35].[CH3:9][O-:10].[F:1][c:2]1[cH:3][cH:4][c:5]([OH:8])[cH:6][cH:7]1.[I-:13].[K+:12].[Na+:11].[OH2:42].[cH:36]1[cH:37][cH:38][cH:39][cH:40][cH:41]1>>[F:1][c:2]1[cH:3][cH:4][c:5]([O:8][CH:15]([C:16](=[O:17])[O:18][CH3:19])[c:20]2[cH:21][cH:22][c:23]([S:26][c:27]3[cH:28][cH:29][c:30]([Cl:33])[cH:31][cH:32]3)[cH:24][cH:25]2)[cH:6][cH:7]1. Reactants: O=C(NC1=C(F)C(F)=C(C(F)=C1F)C(F)(F)F)C=2C=CC=C(Cl)C2. Reagents/catalysts: [K].O=S(=O)(O)OOS(=O)(=O)O, O1B(OC(C)(C)C1(C)C)B2OC(C)(C)C(O2)(C)C, O=C(C=CC1=CC=C(C=C1)C(F)(F)F)C=CC2=CC=C(C=C2)C(F)(F)F, [Na].O=S(=O)(O)C1=CC=C(C=C1)C, [Pd].O=C(O)C. Solvent: N#CC. Conditions: temperature 80 celsius, time 24 hour. The product is O=C(NC1=C(F)C(F)=C(C(F)=C1F)C(F)(F)F)C2=CC(Cl)=CC=C2B3OC(C)(C)C(O3)(C)C. Isolated yield 81.0%. Reactants: [H-].[Na+] (Sodium hydride), BrC1=C2C(=NC=C1)NC=C2 (4-bromo-1H-pyrrolo[2,3-b]pyridine), Cl[Si](C(C)C)(C(C)C)C(C)C (Chlorotriisopropylsilane). Solvent: C1CCOC1 (THF). Reaction conditions: time 15 minute. Yields the product BrC1=C2C(=NC=C1)N(C=C2)[Si](C(C)C)(C(C)C)C(C)C (4-bromo-1-(triisopropylsilyl)-1H-pyrrolo[2,3-b]pyridine). The yield is 84.7%. As a reaction SMILES: [H-].[Na+].[Br:3][C:4]1[CH:9]=[CH:8][N:7]=[C:6]2[NH:10][CH:11]=[CH:12][C:5]=12.Cl[Si:14]([CH:21]([CH3:23])[CH3:22])([CH:18]([CH3:20])[CH3:19])[CH:15]([CH3:17])[CH3:16]>C1COCC1>[Br:3][C:4]1[CH:9]=[CH:8][N:7]=[C:6]2[N:10]([Si:14]([CH:21]([CH3:23])[CH3:22])([CH:18]([CH3:20])[CH3:19])[CH:15]([CH3:17])[CH3:16])[CH:11]=[CH:12][C:5]=12 |f:0.1|. Reported procedure: Sodium hydride (8.37 g, 209 mmol; 60% oil dispersion) was slowly added to 4-bromo-1H-pyrrolo[2,3-b]pyridine (33.0 g, 167 mmol) in THF (500 mL) at 0° C. The reaction was stirred for 15 minutes. Chlorotriisopropylsilane (38.7 g, 201 mmol) was then added in one portion. The suspension was warmed to room temperature and stirred for 30 minutes. The suspension was then cooled to about 0-5° C. and quenched with saturated aqueous NH4Cl (about 200 mL). The aqueous phase was extracted with hexanes (3×300 ... Reactants: solid, BrC1=CC(=CC=2C=C3N(C12)CCNC3=O)C#N (6-bromo-1-oxo-1,2,3,4-tetrahydro-pyrazino[1,2-a]indole-8-carbonitrile), BrC1=CC(=CC=2C=C3N(C12)CCNC3=O)C#N (6-bromo-1-oxo-1,2,3,4-tetrahydro-pyrazino[1,2-a]indole-8-carbonitrile), C1(=CC=CC=C1)B(O)O (phenylboronic acid). Yields the product O=C1NCCN2C1=CC=1C=C(C=C(C21)C2=CC=CC=C2)C#N (1-Oxo-6-phenyl-1,2,3,4-tetrahydro-pyrazino[1,2-a]indole-8-carbonitrile). RXN SMILES: Br[C:2]1[C:10]2[N:9]3[CH2:11][CH2:12][NH:13][C:14](=[O:15])[C:8]3=[CH:7][C:6]=2[CH:5]=[C:4]([C:16]#[N:17])[CH:3]=1.[C:18]1(B(O)O)[CH:23]=[CH:22][CH:21]=[CH:20][CH:19]=1>>[O:15]=[C:14]1[C:8]2=[CH:7][C:6]3[CH:5]=[C:4]([C:16]#[N:17])[CH:3]=[C:2]([C:18]4[CH:23]=[CH:22][CH:21]=[CH:20][CH:19]=4)[C:10]=3[N:9]2[CH2:11][CH2:12][NH:13]1. Procedure details: The title compound, white solid (58 mg, 81%), MS (ISP) m/z=288.5 [(M+H)+], mp 265.5° C., was prepared in accordance with the general method of example 1 from 6-bromo-1-oxo-1,2,3,4-tetrahydro-pyrazino[1,2-a]indole-8-carbonitrile (intermediate 15) (72.5 mg, 0.25 mmol) and commercially available phenylboronic acid (39.6 mg, 0.325 mmol). The reactants are O=C(n1ccnc1)n1ccnc1, CN(C)c1ccncc1, CC(C)(C)OC(=O)Nc1ccc(-c2nc(N)ns2)cc1, CN(C)C=O, c1ccc(C(CCNCCc2ccccn2)c2ccccc2)cc1. Yields the product CC(C)(C)OC(=O)Nc1ccc(-c2nc(NC(=O)N(CCc3ccccn3)CCC(c3ccccc3)c3ccccc3)ns2)cc1. RXN SMILES: [C:21](=[O:22])([n:23]1[cH:24][cH:25][n:26][cH:27]1)[n:28]1[cH:29][cH:30][n:31][cH:32]1.[CH3:57][N:58]([c:59]1[cH:60][cH:61][n:62][cH:63][cH:64]1)[CH3:65].[NH2:1][c:2]1[n:3][s:4][c:5](-[c:7]2[cH:8][cH:9][c:10]([NH:13][C:14]([O:15][C:16]([CH3:17])([CH3:18])[CH3:19])=[O:20])[cH:11][cH:12]2)[n:6]1.[O:66]=[CH:67][N:68]([CH3:69])[CH3:70].[c:33]1([CH:39]([CH2:40][CH2:41][NH:42][CH2:43][CH2:44][c:45]2[n:46][cH:47][cH:48][cH:49][cH:50]2)[c:51]2[cH:52][cH:53][cH:54][cH:55][cH:56]2)[cH:34][cH:35][cH:36][cH:37][cH:38]1>>[NH:1]([c:2]1[n:3][s:4][c:5](-[c:7]2[cH:8][cH:9][c:10]([NH:13][C:14]([O:15][C:16]([CH3:17])([CH3:18])[CH3:19])=[O:20])[cH:11][cH:12]2)[n:6]1)[C:21](=[O:22])[N:42]([CH2:41][CH2:40][CH:39]([c:33]1[cH:34][cH:35][cH:36][cH:37][cH:38]1)[c:51]1[cH:52][cH:53][cH:54][cH:55][cH:56]1)[CH2:43][CH2:44][c:45]1[n:46][cH:47][cH:48][cH:49][cH:50]1.